Dataset: the Open Reaction Database (ORD), a public repository of structured organic reaction records. Task: describe an organic reaction: reactants, conditions, products, and yield The reactants are ClCCOC1=C(C=CC=C1)C1(CC1)NC=1C(N(C=CN1)C=1C=C(C(=O)NC2CC2)C=CC1C)=O (3-(3-(1-(2-(2-chloroethoxy)phenyl)cyclopropylamino)-2-oxopyrazin-1(2H)-yl)-N-cyclopropyl-4-methylbenzamide), C(C)N (ethylamine). Solvent: C(C)O (ethanol). Product: C1(CC1)NC(C1=CC(=C(C=C1)C)N1C(C(=NC=C1)NC1(CC1)C1=C(C=CC=C1)OCCNCC)=O)=O (N-Cyclopropyl-4-methyl-3-[3-[[1-[2-[2-(ethylamino)ethoxy]phenyl]cyclopropyl]amino]-2-oxo-1(2H)-pyrazinyl]-benzamide). RXN SMILES: Cl[CH2:2][CH2:3][O:4][C:5]1[CH:10]=[CH:9][CH:8]=[CH:7][C:6]=1[C:11]1([NH:14][C:15]2[C:16](=[O:34])[N:17]([C:21]3[CH:22]=[C:23]([CH:30]=[CH:31][C:32]=3[CH3:33])[C:24]([NH:26][CH:27]3[CH2:29][CH2:28]3)=[O:25])[CH:18]=[CH:19][N:20]=2)[CH2:13][CH2:12]1.[CH2:35]([NH2:37])[CH3:36]>C(O)C>[CH:27]1([NH:26][C:24](=[O:25])[C:23]2[CH:30]=[CH:31][C:32]([CH3:33])=[C:21]([N:17]3[CH:18]=[CH:19][N:20]=[C:15]([NH:14][C:11]4([C:6]5[CH:7]=[CH:8][CH:9]=[CH:10][C:5]=5[O:4][CH2:3][CH2:2][NH:37][CH2:35][CH3:36])[CH2:13][CH2:12]4)[C:16]3=[O:34])[CH:22]=2)[CH2:29][CH2:28]1. Procedure details: The title product was prepared from 3-(3-(1-(2-(2-chloroethoxy)phenyl)cyclopropylamino)-2-oxopyrazin-1(2H)-yl)-N-cyclopropyl-4-methylbenzamide (Example 167e) and ethylamine (70% in water) in ethanol as co-solvent using a similar method to that described for example 167f.